describe an organic reaction: reactants, conditions, products, and yield From a dataset of the Open Reaction Database (ORD), a public repository of structured organic reaction records. Starting materials: N1C=CC=2C(=CC=CC12)B(O)O (4-Indoleboronic Acid), BrC1=C2/C(/C(NC2=CC=C1)=O)=C/C=1NC=CC1OC ((Z)-4-bromo-1,3-dihydro-3-[(3-methoxy-1H-pyrrol-2-yl)methylene]-2H-indol-2-one), BrC1=C2/C(/C(NC2=CC=C1)=O)=C/C=1NC=CC1OC ((Z)-4-bromo-1,3-dihydro-3-[(3-methoxy-1H-pyrrol-2-yl)methylene]-2H-indol-2-one), C([O-])([O-])=O.[Na+].[Na+] (sodium carbonate). Run in COCCOC (DME), O (water). Run at temperature 90 celsius. Yields the product N1C=CC2=C(C=CC=C12)C1=C2/C(/C(NC2=CC=C1)=O)=C/C=1NC=CC1OC ((Z)-1,3-Dihydro-4-(4-indolyl)-3-[(3-methoxy-1H-pyrrol-2-yl)methylene]-2H-indol-2-one). The yield is 38.1%. RXN SMILES: [NH:1]1[C:9]2[CH:8]=[CH:7][CH:6]=[C:5](B(O)O)[C:4]=2[CH:3]=[CH:2]1.Br[C:14]1[CH:22]=[CH:21][CH:20]=[C:19]2[C:15]=1/[C:16](=[CH:24]/[C:25]1[NH:26][CH:27]=[CH:28][C:29]=1[O:30][CH3:31])/[C:17](=[O:23])[NH:18]2.C(=O)([O-])[O-].[Na+].[Na+]>COCCOC.O>[NH:1]1[C:9]2[C:4](=[C:5]([C:14]3[CH:22]=[CH:21][CH:20]=[C:19]4[C:15]=3/[C:16](=[CH:24]/[C:25]3[NH:26][CH:27]=[CH:28][C:29]=3[O:30][CH3:31])/[C:17](=[O:23])[NH:18]4)[CH:6]=[CH:7][CH:8]=2)[CH:3]=[CH:2]1 |f:2.3.4|. Procedure: A solution of 4-indoleboronic acid (64 mg, 0.40 mmol) (from Step A above), (Z)-4-bromo-1,3-dihydro-3-[(3-methoxy-1H-pyrrol-2-yl)methylene]-2H-indol-2-one (100 mg, 0.31 mmol) (Starting Material 7), and sodium carbonate (35 mg, 0.33 mmol) in 3 mL DME and 1 mL water was degassed for 15 min. by bubbling argon through the solution. Dichlorobis(triphenylphosphine)palladium (II) (13 mg) (Aldrich) was then added and the reaction was heated at 90° C. for 2 days. The reaction was then poured into 100 mL w... The reactants are C1CCOC1, COC(=O)C(Cc1ccccc1)N(C(c1ccccc1)c1ccc2cccc-2o1)S(=O)(=O)c1c(C)cc(OC)c(C)c1C, CO, [Li+], [OH-], O, O. Product: COc1cc(C)c(S(=O)(=O)N(C(Cc2ccccc2)C(=O)O)C(c2ccccc2)c2ccc3cccc-3o2)c(C)c1C. RXN SMILES: [CH2:47]1[O:48][CH2:49][CH2:50][CH2:51]1.[CH3:1][O:2][C:3]([CH:4]([CH2:5][c:6]1[cH:7][cH:8][cH:9][cH:10][cH:11]1)[N:12]([S:13](=[O:14])(=[O:15])[c:16]1[c:17]([CH3:26])[c:18]([CH3:25])[c:19]([O:23][CH3:24])[cH:20][c:21]1[CH3:22])[CH:27]([c:28]1[cH:29][cH:30][cH:31][cH:32][cH:33]1)[c:34]1[cH:35][cH:36][c:37]2[cH:41][cH:40][cH:39][c:38]-2[o:42]1)=[O:43].[CH3:52][OH:53].[Li+:45].[OH-:44].[OH2:46].[OH2:54]>>[O:2]=[C:3]([CH:4]([CH2:5][c:6]1[cH:7][cH:8][cH:9][cH:10][cH:11]1)[N:12]([S:13](=[O:14])(=[O:15])[c:16]1[c:17]([CH3:26])[c:18]([CH3:25])[c:19]([O:23][CH3:24])[cH:20][c:21]1[CH3:22])[CH:27]([c:28]1[cH:29][cH:30][cH:31][cH:32][cH:33]1)[c:34]1[cH:35][cH:36][c:37]2[cH:41][cH:40][cH:39][c:38]-2[o:42]1)[OH:43]. Reactants: CN(C)C=O (DMF), NC=1N=C(C2=C(N1)NC=C2CCC2=CC=C(C(=O)O)C=C2)N (4-[2-(2,4-diamino-7H-pyrrolo [2,3-d]pyrimidin-5-yl)ethyl]benzoic acid), methyl ester, C(C)(C)(C)OC(=O)NCCC[C@H](N)C(=O)O (N(δ)-t-butyloxycarbonyl-L-ornithine), P(=O)(OCC)(OCC)C#N (diethyl cyanophosphate). Solvent: C(C)N(CC)CC (triethylamine). Yields the product NC=1N=C(C2=C(N1)NC=C2CCC2=CC=C(C(=O)N[C@@H](CCCNC(=O)OC(C)(C)C)C(=O)OC)C=C2)N (methyl N(α)-[4-[2-(2,4-diamino-7H-pyrrolo[2,3-d]pyrimidin-5-yl)ethyl]benzoyl]-N-(δ)-(t-butyloxycarbonyl)-L-ornithinate). Isolated yield 85.0%. RXN SMILES: [CH3:1]N(C=O)C.[NH2:6][C:7]1[N:8]=[C:9]([NH2:27])[C:10]2[C:15]([CH2:16][CH2:17][C:18]3[CH:26]=[CH:25][C:21]([C:22](O)=[O:23])=[CH:20][CH:19]=3)=[CH:14][NH:13][C:11]=2[N:12]=1.[C:28]([O:32][C:33]([NH:35][CH2:36][CH2:37][CH2:38][C@@H:39]([C:41]([OH:43])=[O:42])[NH2:40])=[O:34])([CH3:31])([CH3:30])[CH3:29].P(C#N)(OCC)(OCC)=O>C(N(CC)CC)C>[NH2:6][C:7]1[N:8]=[C:9]([NH2:27])[C:10]2[C:15]([CH2:16][CH2:17][C:18]3[CH:26]=[CH:25][C:21]([C:22]([NH:40][C@H:39]([C:41]([O:43][CH3:1])=[O:42])[CH2:38][CH2:37][CH2:36][NH:35][C:33]([O:32][C:28]([CH3:31])([CH3:29])[CH3:30])=[O:34])=[O:23])=[CH:20][CH:19]=3)=[CH:14][NH:13][C:11]=2[N:12]=1. Reported procedure: To a DMF solution of 4-[2-(2,4-diamino-7H-pyrrolo [2,3-d]pyrimidin-5-yl)ethyl]benzoic acid (1.52 g) and methyl ester of N(δ)-t-butyloxycarbonyl-L-ornithine (1.3 g) was added diethyl cyanophosphate (1.4 g). The mixture was stirred for one hour at room temperature in the presence of triethylamine (3.0 g). The reaction mixture was concentrated under reduced pressure. The concentrate was purified by column chromatography on silica gel (carrier: 30 g; chloroform:ethanol containing 1% ammonium=20:1-15... Reactants: NC1=NC(=NO1)C(C(=O)O)=NOC (2-(5-amino-1,2,4-oxadiazol-3-yl)-2-methoxyiminoacetic acid), Cl.NC1[C@@H]2N(C(=C(CS2)C=C)C(=O)OC(C2=CC=CC=C2)C2=CC=CC=C2)C1=O (benzhydryl 7-amino-3-vinyl-3-cephem-4-carboxylate hydrochloride), C[Si](C)(C)CC(=O)N (trimethylsilylacetamide), P(=O)(Cl)(Cl)Cl (phosphorus oxychloride). Run in C(C)(=O)OCC (ethyl acetate), O (water), CN(C=O)C (N,N-dimethylformamide), C(Cl)Cl (methylene chloride), C(C)(=O)OCC (ethyl acetate). Reaction conditions: time 45 minute. Yields the product NC1=NC(=NO1)C(C(=O)NC1[C@@H]2N(C(=C(CS2)C=C)C(=O)OC(C2=CC=CC=C2)C2=CC=CC=C2)C1=O)=NOC (benzhydryl 7-[2-(5-amino-1,2,4-oxadiazol-3-yl)-2-methoxyiminoacetamido]-3-vinyl-3-cephem-4-carboxylate). The yield is 39.1%. Reaction SMILES: [NH2:1][C:2]1[O:6][N:5]=[C:4]([C:7](=[N:11][O:12][CH3:13])[C:8]([OH:10])=O)[N:3]=1.P(Cl)(Cl)(Cl)=O.Cl.[NH2:20][CH:21]1[C:46](=[O:47])[N:23]2[C:24]([C:30]([O:32][CH:33]([C:40]3[CH:45]=[CH:44][CH:43]=[CH:42][CH:41]=3)[C:34]3[CH:39]=[CH:38][CH:37]=[CH:36][CH:35]=3)=[O:31])=[C:25]([CH:28]=[CH2:29])[CH2:26][S:27][C@H:22]12.C[Si](CC(N)=O)(C)C>C(Cl)Cl.C(OCC)(=O)C.O.CN(C)C=O>[NH2:1][C:2]1[O:6][N:5]=[C:4]([C:7](=[N:11][O:12][CH3:13])[C:8]([NH:20][CH:21]2[C:46](=[O:47])[N:23]3[C:24]([C:30]([O:32][CH:33]([C:34]4[CH:35]=[CH:36][CH:37]=[CH:38][CH:39]=4)[C:40]4[CH:45]=[CH:44][CH:43]=[CH:42][CH:41]=4)=[O:31])=[C:25]([CH:28]=[CH2:29])[CH2:26][S:27][C@H:22]23)=[O:10])[N:3]=1 |f:2.3|. Procedure: To a suspension of 2-(5-amino-1,2,4-oxadiazol-3-yl)-2-methoxyiminoacetic acid (syn isomer)(2.23 g) in methylene chloride (70 ml) was added phosphorus oxychloride (7.2 g), followed by stirring at ambient temperature for 45 minutes. Thereto was added N,N-dimethylformamide (4.4 g) at -10° C., and the mixture was stirred at -10° to 0° C. for an hour to prepare the activated acid solution. This solution was added to a solution of benzhydryl 7-amino-3-vinyl-3-cephem-4-carboxylate hydrochloride (4.7 g)... Reactants: ClCCCOC1=CC=C2C(=CC=NC2=C1)C1=C2N(N=C1C1=NC=CC=C1)CCC2 (7-(3-chloro-propoxy)-4-(2-pyridin-2-yl-5,6-dihydro-4H-pyrrolo[1,2-b]pyrazol-3-yl)-quinoline), [I-].[Na+] (sodium iodide), CNC (dimethylamine), O1CCCC1 (tetrahydrofuran). The solvent is CN(C=O)C (N,N-dimethylformamide). Yields the product CN(CCCOC1=CC=C2C(=CC=NC2=C1)C1=C2N(N=C1C1=NC=CC=C1)CCC2)C (Dimethyl-{3-[4-(2-pyridin-2-yl-5,6-dihydro-4H-pyrrolo[1,2-b]pyrazol-3-yl)-quinolin-7-yloxy]-propyl}-amine). As a reaction SMILES: Cl[CH2:2][CH2:3][CH2:4][O:5][C:6]1[CH:15]=[C:14]2[C:9]([C:10]([C:16]3[C:20]([C:21]4[CH:26]=[CH:25][CH:24]=[CH:23][N:22]=4)=[N:19][N:18]4[CH2:27][CH2:28][CH2:29][C:17]=34)=[CH:11][CH:12]=[N:13]2)=[CH:8][CH:7]=1.[I-].[Na+].[CH3:32][NH:33][CH3:34].O1CCCC1>CN(C)C=O>[CH3:32][N:33]([CH3:34])[CH2:2][CH2:3][CH2:4][O:5][C:6]1[CH:15]=[C:14]2[C:9]([C:10]([C:16]3[C:20]([C:21]4[CH:26]=[CH:25][CH:24]=[CH:23][N:22]=4)=[N:19][N:18]4[CH2:27][CH2:28][CH2:29][C:17]=34)=[CH:11][CH:12]=[N:13]2)=[CH:8][CH:7]=1 |f:1.2|. Reported procedure: A solution of 7-(3-chloro-propoxy)-4-(2-pyridin-2-yl-5,6-dihydro-4H-pyrrolo[1,2-b]pyrazol-3-yl)-quinoline (54 mg, 0.13 mmol), sodium iodide (5 mg, 0.03 mmol), and 2 N dimethylamine in tetrahydrofuran (3 mL, 6 mmol) in N,N-dimethylformamide (5 mL) is heated at 100° C. for 48 h. The mixture is cooled and concentrated in vacuo. The residue is chromatographed on SiO2 (100% ethyl acetate to 10% methanol in ethyl acetate) to yield the title compound, 41 mg (74%), as a brown solid. The reactants are CS(C)=O, CN1CCNCC1, CCN(C(C)C)C(C)C, O=[N+]([O-])c1c(F)c(Cl)cc2c1[nH]c1cnccc12, O. Product: CN1CCN(c2c(Cl)cc3c([nH]c4cnccc43)c2[N+](=O)[O-])CC1. RXN SMILES: [CH3:1][S:2]([CH3:3])=[O:4].[CH3:23][N:24]1[CH2:25][CH2:26][NH:27][CH2:28][CH2:29]1.[CH:30]([N:31]([CH2:32][CH3:33])[CH:34]([CH3:35])[CH3:36])([CH3:37])[CH3:38].[Cl:5][c:6]1[cH:7][c:8]2[c:9]3[cH:10][cH:11][n:12][cH:13][c:14]3[nH:15][c:16]2[c:17]([N+:20](=[O:21])[O-:22])[c:18]1[F:19].[OH2:39]>>[Cl:5][c:6]1[cH:7][c:8]2[c:9]3[cH:10][cH:11][n:12][cH:13][c:14]3[nH:15][c:16]2[c:17]([N+:20](=[O:21])[O-:22])[c:18]1[N:27]1[CH2:26][CH2:25][N:24]([CH3:23])[CH2:29][CH2:28]1.